The task is: describe an organic reaction: reactants, conditions, products, and yield. This data is from the Open Reaction Database (ORD), a public repository of structured organic reaction records. Starting materials: C(C)(C)N(C(C)C)CC (N,N-diisopropylethylamine), CCOC(=O)N1N=C2C(=C1N)CN(C2(C)C)C(=O)OC(C)(C)C (3-amino-6,6-dimethyl-4H,6H-pyrrolo[3,4-c]pyrazole-2,5-dicarboxylic acid 5-tert-butyl ester 2-ethyl ester), O=C1N(C(C2=CC=CC=C12)=O)CC1=C(C(=O)O)C=CC=C1 (2-(1,3-dioxo-1,3-dihydro-isoindol-2-ylmethyl)-benzoic acid), C(C(=O)Cl)(=O)Cl (oxalyl chloride). Run in O1CCCC1 (tetrahydrofuran), O1CCCC1 (tetrahydrofuran), ClCCl (dichloromethane), CN(C=O)C (N,N-dimethylformamide). Reaction conditions: temperature 0 celsius. Yields the product CCOC(=O)N1N=C2C(=C1NC(C1=C(C=CC=C1)CN1C(C3=CC=CC=C3C1=O)=O)=O)CN(C2(C)C)C(=O)OC(C)(C)C (3-[2-(1,3-dioxo-1,3-dihydro-isoindol-2-ylmethyl)-benzoylamino]-6,6-dimethyl-4H,6H-pyrrolo[3,4-c]pyrazole-2,5-dicarboxylic acid 5-tert-butyl ester 2-ethyl ester). Isolated yield 63.8%. RXN SMILES: [O:1]=[C:2]1[C:10]2[C:5](=[CH:6][CH:7]=[CH:8][CH:9]=2)[C:4](=[O:11])[N:3]1[CH2:12][C:13]1[CH:21]=[CH:20][CH:19]=[CH:18][C:14]=1[C:15](O)=[O:16].C(Cl)(=O)C(Cl)=O.C(N(CC)C(C)C)(C)C.[CH3:37][CH2:38][O:39][C:40]([N:42]1[C:46]([NH2:47])=[C:45]2[CH2:48][N:49]([C:53]([O:55][C:56]([CH3:59])([CH3:58])[CH3:57])=[O:54])[C:50]([CH3:52])([CH3:51])[C:44]2=[N:43]1)=[O:41]>ClCCl.O1CCCC1.CN(C)C=O>[CH3:37][CH2:38][O:39][C:40]([N:42]1[C:46]([NH:47][C:15](=[O:16])[C:14]2[CH:18]=[CH:19][CH:20]=[CH:21][C:13]=2[CH2:12][N:3]2[C:2](=[O:1])[C:10]3[C:5](=[CH:6][CH:7]=[CH:8][CH:9]=3)[C:4]2=[O:11])=[C:45]2[CH2:48][N:49]([C:53]([O:55][C:56]([CH3:58])([CH3:57])[CH3:59])=[O:54])[C:50]([CH3:51])([CH3:52])[C:44]2=[N:43]1)=[O:41]. Reported procedure: To a suspension of 2-(1,3-dioxo-1,3-dihydro-isoindol-2-ylmethyl)-benzoic acid (1.35 g, 4.8 mmol) in dry dichloromethane (30 mL), at 0° C., under stirring, was added oxalyl chloride (2.1 mL, 24 mmol) and dry N,N-dimethylformamide (35 microL). The mixture was allowed to warm to room temperature, stirred for 1.5 hours then evaporated to dryness. The residue was diluted with dry toluene and evaporated again. The crude acyl chloride thus obtained (yellow solid) was dissolved in dry tetrahydrofuran (2... Starting materials: CN, CCOC(=O)COC(=O)N1CCN(c2ccc(-c3cccc(C(F)(F)F)c3)cn2)CC1, C1CCOC1. As a reaction SMILES: [CH3:32][NH2:33].[F:1][C:2]([c:3]1[cH:4][c:5](-[c:9]2[cH:10][cH:11][c:12]([N:15]3[CH2:16][CH2:17][N:18]([C:21](=[O:22])[O:23][CH2:24][C:25]([O:27][CH2:26][CH3:28])=[O:29])[CH2:19][CH2:20]3)[n:13][cH:14]2)[cH:6][cH:7][cH:8]1)([F:30])[F:31].[O:34]1[CH2:35][CH2:36][CH2:37][CH2:38]1>>[F:1][C:2]([c:3]1[cH:4][c:5](-[c:9]2[cH:10][cH:11][c:12]([N:15]3[CH2:16][CH2:17][N:18]([C:21](=[O:22])[O:23][CH2:24][C:25](=[O:27])[NH:33][CH3:32])[CH2:19][CH2:20]3)[n:13][cH:14]2)[cH:6][cH:7][cH:8]1)([F:30])[F:31]. The product is CNC(=O)COC(=O)N1CCN(c2ccc(-c3cccc(C(F)(F)F)c3)cn2)CC1. Reactants: O=Cc1ccc(OCCBr)cc1, COC(=O)c1ccc2cc[nH]c2c1. RXN SMILES: [Br:14][CH2:15][CH2:16][O:17][c:18]1[cH:19][cH:20][c:21]([CH:22]=[O:23])[cH:24][cH:25]1.[nH:1]1[cH:2][cH:3][c:4]2[cH:5][cH:6][c:7]([C:10](=[O:11])[O:12][CH3:13])[cH:8][c:9]12>>[n:1]1([CH2:15][CH2:16][O:17][c:18]2[cH:19][cH:20][c:21]([CH:22]=[O:23])[cH:24][cH:25]2)[cH:2][cH:3][c:4]2[cH:5][cH:6][c:7]([C:10](=[O:11])[O:12][CH3:13])[cH:8][c:9]12. Product: COC(=O)c1ccc2ccn(CCOc3ccc(C=O)cc3)c2c1. Starting materials: OC1=CC=C2C(C(COC2=C1)(C)C1=CC=C(C=C1)O)CCCCCCCCC(C(=O)OCC)CCC(C(C(C(F)(F)F)(F)F)(F)F)(F)F (Ethyl 10-[(3RS,4RS)-7-hydroxy-3-(4-hydroxyphenyl)-3-methylchroman-4-yl]-2-(3,3,4,4,5,5,6,6,6-nonafluorohexyl)decanoate), [OH-].[K+] (potassium hydroxide), Cl (hydrochloric acid). Solvent: CO.O (methanol water). Product: OC1=CC=C2C(C(COC2=C1)(C)C1=CC=C(C=C1)O)CCCCCCCCC(C(=O)O)CCC(C(C(C(F)(F)F)(F)F)(F)F)(F)F (10-[(3RS,4RS)-7-hydroxy-3-(4-hydroxyphenyl)-3-methylchroman-4-yl]-2-(3,3,4,4,5,5,6,6,6-nonafluorohexyl)decanoic acid). Yield: 80.7%. Reaction SMILES: [OH:1][C:2]1[CH:11]=[C:10]2[C:5]([CH:6]([CH2:20][CH2:21][CH2:22][CH2:23][CH2:24][CH2:25][CH2:26][CH2:27][CH:28]([CH2:34][CH2:35][C:36]([F:48])([F:47])[C:37]([F:46])([F:45])[C:38]([F:44])([F:43])[C:39]([F:42])([F:41])[F:40])[C:29]([O:31]CC)=[O:30])[C:7]([C:13]3[CH:18]=[CH:17][C:16]([OH:19])=[CH:15][CH:14]=3)([CH3:12])[CH2:8][O:9]2)=[CH:4][CH:3]=1.[OH-].[K+].Cl>CO.O>[OH:1][C:2]1[CH:11]=[C:10]2[C:5]([CH:6]([CH2:20][CH2:21][CH2:22][CH2:23][CH2:24][CH2:25][CH2:26][CH2:27][CH:28]([CH2:34][CH2:35][C:36]([F:48])([F:47])[C:37]([F:45])([F:46])[C:38]([F:43])([F:44])[C:39]([F:40])([F:41])[F:42])[C:29]([OH:31])=[O:30])[C:7]([C:13]3[CH:18]=[CH:17][C:16]([OH:19])=[CH:15][CH:14]=3)([CH3:12])[CH2:8][O:9]2)=[CH:4][CH:3]=1 |f:1.2,4.5|. Procedure details: Ethyl 10-[(3RS,4RS)-7-hydroxy-3-(4-hydroxyphenyl)-3-methylchroman-4-yl]-2-(3,3,4,4,5,5,6,6,6-nonafluorohexyl)decanoate (1.10 g, 1.570 mmol) and potassium hydroxide (880 mg, 15.70 mmol) were added to a methanol/water mixture (2:1, 15 ml), followed by heating under reflux for 4 hours. After the reaction mixture was neutralized with 1N hydrochloric acid, the solvent was distilled off under reduced pressure. The residue was diluted with water, adjusted to pH 2-3 with 1N hydrochloric acid, and then e... Starting materials: OCc1c(Br)cccc1OC(F)(F)F, O=C([O-])O, ClCCl, [Na+], BrP(Br)Br. The product is FC(F)(F)Oc1cccc(Br)c1CBr. As a reaction SMILES: [Br:1][c:2]1[c:3]([CH2:13][OH:14])[c:4]([O:8][C:9]([F:10])([F:11])[F:12])[cH:5][cH:6][cH:7]1.[C:19](=[O:20])([OH:21])[O-:22].[Cl:24][CH2:25][Cl:26].[Na+:23].[P:15]([Br:16])([Br:17])[Br:18]>>[Br:1][c:2]1[c:3]([CH2:13][Br:16])[c:4]([O:8][C:9]([F:10])([F:11])[F:12])[cH:5][cH:6][cH:7]1. The product is FC1=C(C(=C(C(=C1F)F)F)F)OC(CC(CC(C)C)C(NC)=O)=O (5-Methyl-3-methylcarbamoyl-hexanoic acid 2,3,4,5,6-pentafluorophenyl ester). The reactants are FC1=C(C(=C(C(=C1O)F)F)F)F (pentafluorophenol), C(CCl)Cl (EDC), ice, CC(CC(CC(=O)O)C(NC)=O)C (5-methyl-3-methylcarbamoyl-hexanoic acid). The solvent is ClCCl (dichloromethane), ClCCl (dichloromethane). Isolated yield 50.5%. Reaction SMILES: [CH3:1][CH:2]([CH3:13])[CH2:3][CH:4]([C:9](=[O:12])[NH:10][CH3:11])[CH2:5][C:6]([OH:8])=[O:7].[F:14][C:15]1[C:20](O)=[C:19]([F:22])[C:18]([F:23])=[C:17]([F:24])[C:16]=1[F:25].C(Cl)CCl>ClCCl>[F:14][C:15]1[C:16]([F:25])=[C:17]([F:24])[C:18]([F:23])=[C:19]([F:22])[C:20]=1[O:7][C:6](=[O:8])[CH2:5][CH:4]([C:9](=[O:12])[NH:10][CH3:11])[CH2:3][CH:2]([CH3:13])[CH3:1]. Conditions: time 2 hour. Reported procedure: To an ice-cooled solution of 5-methyl-3-methylcarbamoyl-hexanoic acid (0.40 g, 2.13 mmol) in dichloromethane (10 ml) was added pentafluorophenol (0.43 g, 2.35 mmol) and EDC (0.45 g, 2.35 mmol). The mixture was stirred at room temperature for 2 h, diluted with more dichloromethane and washed successively with 1 M Na2CO3 solution, 1M HCl and brine. The organic phase was dried (anhydrous MgSO4), filtered and evaporated to leave the title compound as an oil (0.38 g, 56%), which was used in Step D wi... Reactants: C[Si](C)(C)CCOCn1cc(C#N)nc1C(=O)[O-], CC1(C)CC=C(c2ncccc2N)CC1, CCN(C(C)C)C(C)C, ClCCl, [K+]. Yields the product CC1(C)CC=C(c2ncccc2NC(=O)c2nc(C#N)cn2COCC[Si](C)(C)C)CC1. As a reaction SMILES: [C:17](#[N:18])[c:19]1[n:20][c:21]([C:32](=[O:33])[O-:34])[n:22]([CH2:24][O:25][CH2:26][CH2:27][Si:28]([CH3:29])([CH3:30])[CH3:31])[cH:23]1.[CH3:1][C:2]1([CH3:15])[CH2:3][CH:4]=[C:5]([c:8]2[n:9][cH:10][cH:11][cH:12][c:13]2[NH2:14])[CH2:6][CH2:7]1.[CH:35]([N:36]([CH2:37][CH3:38])[CH:39]([CH3:40])[CH3:41])([CH3:42])[CH3:43].[Cl:44][CH2:45][Cl:46].[K+:16]>>[CH3:1][C:2]1([CH3:15])[CH2:3][CH:4]=[C:5]([c:8]2[n:9][cH:10][cH:11][cH:12][c:13]2[NH:14][C:32]([c:21]2[n:20][c:19]([C:17]#[N:18])[cH:23][n:22]2[CH2:24][O:25][CH2:26][CH2:27][Si:28]([CH3:29])([CH3:30])[CH3:31])=[O:33])[CH2:6][CH2:7]1.